From a dataset of the Open Reaction Database (ORD), a public repository of structured organic reaction records. describe an organic reaction: reactants, conditions, products, and yield Procedure details: N-[(1Z)-1-amino-1-(hydroxyimino)-2-methylpropan-2-yl]-5-methyl-1,3,4-oxadiazole-2-carboxamide (IVa) (198 gms) was suspended in methanol (1188 ml) and cooled to 15 to 25° C. Dimethyl acetylenedicarboxylate (DMAD; 152.8 gms) was added and the reaction mass was stirred for 2 to 3 hours at 25° C. The reaction mass was concentrated under reduced pressure and xylene was added and stirred between 135° C. and 125° C. for 6 hour. After completion of reaction, the mixture was cooled to 60° C. and methanol... Starting materials: N\C(\C(C)(C)NC(=O)C=1OC(=NN1)C)=N/O (N-[(1Z)-1-amino-1-(hydroxyimino)-2-methylpropan-2-yl]-5-methyl-1,3,4-oxadiazole-2-carboxamide), C(C)(C)(C)OC (methyl tert-butyl ether), C(#CC(=O)OC)C(=O)OC (Dimethyl acetylenedicarboxylate). The product is CC1=NN=C(O1)C(=O)NC(C)(C)C=1NC(C(=C(N1)C(=O)OC)O)=O (methyl 2-(2-(5-methyl-1,3,4-oxadiazole-2-carboxamido)propan-2-yl)-1,6-dihydro-5-hydroxy-6-oxopyrimidine-4-carboxylate). As a reaction SMILES: [NH2:1]/[C:2](=[N:15]\O)/[C:3]([NH:6][C:7]([C:9]1[O:10][C:11]([CH3:14])=[N:12][N:13]=1)=[O:8])([CH3:5])[CH3:4].[C:17]([C:23]([O:25][CH3:26])=[O:24])#[C:18][C:19](OC)=[O:20].C([O:31]C)(C)(C)C>CO>[CH3:14][C:11]1[O:10][C:9]([C:7]([NH:6][C:3]([C:2]2[NH:1][C:19](=[O:20])[C:18]([OH:31])=[C:17]([C:23]([O:25][CH3:26])=[O:24])[N:15]=2)([CH3:5])[CH3:4])=[O:8])=[N:13][N:12]=1. Reaction conditions: temperature 20 celsius, time 2.5 hour. The solvent is CO (methanol), CO (methanol). Starting materials: BrC=1C(=C(C(=O)OC)C(=CC1)N(C(=O)OC(C)(C)C)C(=O)OC(C)(C)C)OS(=O)(=O)C1=CC=C(C=C1)C (Methyl 3-bromo-6-bis-(tert-butoxycarbonyl)amino-2-(4-methylbenzenesulfonyl-oxy)benzoate), BrC=1C(=C(C(=O)OC)C(=CC1)N(C(=O)OC(C)(C)C)C(=O)OC(C)(C)C)OS(=O)(=O)C1=CC=C(C=C1)C (Methyl 3-bromo-6-bis-(tert-butoxycarbonyl)amino-2-(4-methylbenzenesulfonyl-oxy)benzoate), [OH-].[Na+] (sodium hydroxide). The solvent is CO (methanol). Conditions: time 30 minute. The product is BrC=1C(=C(C(=O)OC)C(=CC1)N(C(=O)OC(C)(C)C)C(=O)OC(C)(C)C)O (methyl 3-bromo-6-bis-(tert-butoxycarbonyl)amino-2-hydroxybenzoate). The yield is 97.9%. Reaction SMILES: [Br:1][C:2]1[C:3]([O:27]S(C2C=CC(C)=CC=2)(=O)=O)=[C:4]([C:9]([N:12]([C:20]([O:22][C:23]([CH3:26])([CH3:25])[CH3:24])=[O:21])[C:13]([O:15][C:16]([CH3:19])([CH3:18])[CH3:17])=[O:14])=[CH:10][CH:11]=1)[C:5]([O:7][CH3:8])=[O:6].[OH-].[Na+]>CO>[Br:1][C:2]1[C:3]([OH:27])=[C:4]([C:9]([N:12]([C:13]([O:15][C:16]([CH3:19])([CH3:18])[CH3:17])=[O:14])[C:20]([O:22][C:23]([CH3:26])([CH3:24])[CH3:25])=[O:21])=[CH:10][CH:11]=1)[C:5]([O:7][CH3:8])=[O:6] |f:1.2|. Procedure details: Methyl 3-bromo-6-bis-(tert-butoxycarbonyl)amino-2-(4-methylbenzenesulfonyl-oxy)benzoate (Intermediate 14, 6.2 g) was dissolved in methanol (200 mL) and 1M aqueous sodium hydroxide solution (50 mL) was added. The reaction mixture was stirred at room temperature for 30 minutes then the methanol was removed in vacuo and the residue was diluted with a mixture of ethyl acetate and water and then acidified with acetic acid. The layers were separated and the organic phase was dried (Na2SO4) and filtere...